Dataset: the Open Reaction Database (ORD), a public repository of structured organic reaction records. Task: describe an organic reaction: reactants, conditions, products, and yield Starting materials: hydrochloride salt, N=C1N(CCC1)C (2-imino-1-methylpyrrolidine), CN(C(=O)Cl)C1=CC=CC=C1 (N-methyl-phenylcarbamoyl chloride). Run in C1=CC=CC=C1 (benzene). Product: CN(C(=O)N=C1N(CCC1)C)C1=CC=CC=C1 (1-methyl-3-(1-methyl-2-pyrrolidylidene)-1-phenylurea). RXN SMILES: [NH:1]=[C:2]1[CH2:6][CH2:5][CH2:4][N:3]1[CH3:7].[CH3:8][N:9]([C:13]1[CH:18]=[CH:17][CH:16]=[CH:15][CH:14]=1)[C:10](Cl)=[O:11]>C1C=CC=CC=1>[CH3:8][N:9]([C:13]1[CH:18]=[CH:17][CH:16]=[CH:15][CH:14]=1)[C:10]([N:1]=[C:2]1[CH2:6][CH2:5][CH2:4][N:3]1[CH3:7])=[O:11]. Reported procedure: The hydrochloride salt of 2-imino-1-methylpyrrolidine (13.46 g.; 0.1 mole) is converted to free base by adding 10 ml. of 50% NaOH and extracting into benzene. After drying over K2CO3, the benzene layer is stirred at room temperature and 8.48 g. (0.05 mole) of N-methyl-phenylcarbamoyl chloride (prepared according to the method of J. A. Aeschlimann, U.S. Pat. No. 2,449,440), dissolved in anhydrous benzene, is added dropwise to this solution. Cloudiness occurs and then solid precipitates from solut... Starting materials: N1CCCCC1 (piperidine), C(C1=CC=CC=C1)OC(C(C(=O)OCC1=CC=CC=C1)C(CC(C)C)C(NC(C(C)(C)C)C(NC1CC1)=O)=O)=O (2-[1-(1-Cyclopropylcarbamoyl-2,2-dimethyl-propylcarbamoyl)-3-methyl-butyl]-malonic acid dibenzyl ester), [H][H] (hydrogen), 3h, C=O (formaldehyde). The reagents and catalysts are [Pd] (Palladium on charcoal). Run in C(C)O (ethanol). The product is C1(CC1)NC(=O)C(C(C)(C)C)NC(=O)C(CC(C)C)C(C(=O)O)=C (2-[1-(1-Cyclopropyicarbamoyl-2,2-dimethyl-propylcarbamoyl)-3-methyl-butyl]-acrylic acid). RXN SMILES: C([O:8][C:9](=[O:40])[CH:10]([CH:21]([C:26](=[O:39])[NH:27][CH:28]([C:33](=[O:38])[NH:34][CH:35]1[CH2:37][CH2:36]1)[C:29]([CH3:32])([CH3:31])[CH3:30])[CH2:22][CH:23]([CH3:25])[CH3:24])[C:11](OCC1C=CC=CC=1)=O)C1C=CC=CC=1.[H][H].N1CCCCC1.C=O>C(O)C.[Pd]>[CH:35]1([NH:34][C:33]([CH:28]([NH:27][C:26]([CH:21]([C:10](=[CH2:11])[C:9]([OH:40])=[O:8])[CH2:22][CH:23]([CH3:25])[CH3:24])=[O:39])[C:29]([CH3:30])([CH3:32])[CH3:31])=[O:38])[CH2:37][CH2:36]1. Procedure: 2-[1-(1-Cyclopropylcarbamoyl-2,2-dimethyl-propylcarbamoyl)-3-methyl-butyl]-malonic acid dibenzyl ester (14.53 g, 25.7 mmol) was dissolved in ethanol (200 ml) and the solution was placed under a blanket of argon. 10% Palladium on charcoal (3.2 g) was added and a fine stream of hydrogen gas was passed through the suspension for 3h with stirring. TLC showed that all the starting material had been consumed. The system was purged with argon and the catalyst was removed by filtration. The filtrate was... Starting materials: C(CC)C1=NC2=C(N1CC1=CC=C(C=C1)C=1C(=CC=CC1)C(=O)OC(C)(C)C)C=C(C=C2)C2=NC=1C(=NC=CC1)N2C (tert.-butyl 4'-[[2-n-propyl-6-(3-methyl-imidazo[4,5-b]pyridin-2-yl)-benzimidazol-1-yl]methyl]biphenyl-2-carboxylate), FC(C(=O)O)(F)F (trifluoroacetic acid). Solvent: C(Cl)Cl (methylene chloride). Product: C(CC)C1=NC2=C(N1CC1=CC=C(C=C1)C=1C(=CC=CC1)C(=O)O)C=C(C=C2)C2=NC=1C(=NC=CC1)N2C (4'-[[2-n-Propyl-6-(3-methyl-imidazo[4,5-b]pyridin-2-yl)-benzimidazol-1-yl]methyl]biphenyl-2-carboxylic acid). Reaction SMILES: [CH2:1]([C:4]1[N:8]([CH2:9][C:10]2[CH:15]=[CH:14][C:13]([C:16]3[C:17]([C:22]([O:24]C(C)(C)C)=[O:23])=[CH:18][CH:19]=[CH:20][CH:21]=3)=[CH:12][CH:11]=2)[C:7]2[CH:29]=[C:30]([C:33]3[N:41]([CH3:42])[C:36]4=[N:37][CH:38]=[CH:39][CH:40]=[C:35]4[N:34]=3)[CH:31]=[CH:32][C:6]=2[N:5]=1)[CH2:2][CH3:3].FC(F)(F)C(O)=O>C(Cl)Cl>[CH2:1]([C:4]1[N:8]([CH2:9][C:10]2[CH:15]=[CH:14][C:13]([C:16]3[C:17]([C:22]([OH:24])=[O:23])=[CH:18][CH:19]=[CH:20][CH:21]=3)=[CH:12][CH:11]=2)[C:7]2[CH:29]=[C:30]([C:33]3[N:41]([CH3:42])[C:36]4=[N:37][CH:38]=[CH:39][CH:40]=[C:35]4[N:34]=3)[CH:31]=[CH:32][C:6]=2[N:5]=1)[CH2:2][CH3:3]. Procedure: Prepared analogously to Example 1 from tert.-butyl 4'-[[2-n-propyl-6-(3-methyl-imidazo[4,5-b]pyridin-2-yl)-benzimidazol-1-yl]methyl]biphenyl-2-carboxylate and trifluoroacetic acid in methylene chloride. Reactants: O=C([O-])O, CCC(CC)C(=O)OCCCn1ccc2cc(CC(C)N(CCOc3ccccc3OCC(F)(F)F)C(=O)OC(C)(C)C)cc(C(N)=O)c21, Cl, [Na+]. The product is CCC(CC)C(=O)OCCCn1ccc2cc(CC(C)NCCOc3ccccc3OCC(F)(F)F)cc(C(N)=O)c21. RXN SMILES: [C:51](=[O:52])([OH:53])[O-:54].[CH2:1]([CH3:2])[CH:3]([C:4](=[O:5])[O:6][CH2:7][CH2:8][CH2:9][n:10]1[cH:11][cH:12][c:13]2[cH:14][c:15]([CH2:22][CH:23]([CH3:24])[N:25]([CH2:26][CH2:27][O:28][c:29]3[c:30]([O:35][CH2:36][C:37]([F:38])([F:39])[F:40])[cH:31][cH:32][cH:33][cH:34]3)[C:41]([O:42][C:43]([CH3:44])([CH3:45])[CH3:46])=[O:47])[cH:16][c:17]([C:19]([NH2:20])=[O:21])[c:18]12)[CH2:48][CH3:49].[ClH:50].[Na+:55]>>[CH2:1]([CH3:2])[CH:3]([C:4](=[O:5])[O:6][CH2:7][CH2:8][CH2:9][n:10]1[cH:11][cH:12][c:13]2[cH:14][c:15]([CH2:22][CH:23]([CH3:24])[NH:25][CH2:26][CH2:27][O:28][c:29]3[c:30]([O:35][CH2:36][C:37]([F:38])([F:39])[F:40])[cH:31][cH:32][cH:33][cH:34]3)[cH:16][c:17]([C:19]([NH2:20])=[O:21])[c:18]12)[CH2:48][CH3:49]. Starting materials: BrCC1(OC2=C(C1)C(=C(C(=C2C)C)N)C)C (2-bromomethyl-2,3-dihydro-2,4,6,7-tetramethyl-5-benzofuranamine), Cl.C(C1=CC=CC=C1)OC1CCNCC1 (4-benzyloxypiperidine hydrochloride), C(C1=CC=CC=C1)OC1CCNCC1 (4-benzyloxypiperidine), [OH-].[Na+] (sodium hydroxide). Run in C(C)N(CC)CC (triethylamine), C1(=CC=CC=C1)C (toluene), C(=O)(O)[O-].[Na+] (NaHCO3), C(C)(=O)OCC (ethyl acetate). Reaction conditions: temperature 180 celsius, time 15 hour. Product: C(C1=CC=CC=C1)OC1CCN(CC1)CC1(OC2=C(C1)C(=C(C(=C2C)C)N)C)C (2-[(4-Benzyloxy-1-piperidinyl)methyl]-2,3-dihydro-2,4,6,7-tetramethyl-5-benzofuranamine). Isolated yield 72.0%. As a reaction SMILES: Cl.[CH2:2]([O:9][CH:10]1[CH2:15][CH2:14][NH:13][CH2:12][CH2:11]1)[C:3]1[CH:8]=[CH:7][CH:6]=[CH:5][CH:4]=1.[OH-].[Na+].C(OC1CCNCC1)C1C=CC=CC=1.Br[CH2:33][C:34]1([CH3:47])[CH2:38][C:37]2[C:39]([CH3:46])=[C:40]([NH2:45])[C:41]([CH3:44])=[C:42]([CH3:43])[C:36]=2[O:35]1>C(OCC)(=O)C.C1(C)C=CC=CC=1.C([O-])(O)=O.[Na+].C(N(CC)CC)C>[CH2:2]([O:9][CH:10]1[CH2:15][CH2:14][N:13]([CH2:33][C:34]2([CH3:47])[CH2:38][C:37]3[C:39]([CH3:46])=[C:40]([NH2:45])[C:41]([CH3:44])=[C:42]([CH3:43])[C:36]=3[O:35]2)[CH2:12][CH2:11]1)[C:3]1[CH:4]=[CH:5][CH:6]=[CH:7][CH:8]=1 |f:0.1,2.3,8.9|. Procedure: In ethyl acetate was suspended 2.0 g of 4-benzyloxypiperidine hydrochloride and the suspension was neutralized with aqueous 1N-auqeous sodium hydroxide. The organic layer was separated and the aqueous layer was extracted with ethyl acetate. The pooled organic layer was washed with water and saturated aqueous NaCl, dried over MgSO4, filtered, and concentrated under reduced pressure. To a solution prepared by dissolving the resulting 4-benzyloxypiperidine in 0.5 mL of toluene were added 1.1 g of 2... Starting materials: C(#C)C1(CN2CCC1CC2)O (3-ethynyl-3-quinuclidinol), C([C@H](O)[C@@H](O)C(=O)O)(=O)O (L-(+)-tartaric acid). The solvent is CO (methanol). The product is C(#C)[C@]1(CN2CCC1CC2)O.C([C@H](O)[C@@H](O)C(=O)O)(=O)O ((3R)-3-Ethynyl-3-quinuclidinol L-(+)-tartaric Acid). Yield: 6.9%. As a reaction SMILES: [C:1]([C:3]1([OH:11])[CH:8]2[CH2:9][CH2:10][N:5]([CH2:6][CH2:7]2)[CH2:4]1)#[CH:2].[C:12]([OH:21])(=[O:20])[C@@H:13]([C@H:15]([C:17]([OH:19])=[O:18])[OH:16])[OH:14]>CO>[C:1]([C@:3]1([OH:11])[CH:8]2[CH2:9][CH2:10][N:5]([CH2:6][CH2:7]2)[CH2:4]1)#[CH:2].[C:12]([OH:21])(=[O:20])[C@@H:13]([C@H:15]([C:17]([OH:19])=[O:18])[OH:16])[OH:14] |f:3.4|. Procedure: 15.1 g of 3-ethynyl-3-quinuclidinol and 15 g of L-(+)-tartaric acid were dissolved under heating in 300 ml of methanol. After cooling as it was, the resulting crystals were collected by filtration and recrystallized from methanol three times, to give 2.07 g of the title compound. Reactants: C1=C(C=CC2=CC=CC=C12)O (2-naphthol), C(C1=CC=C(C=C1)OC)C(C#C)(O)CC1=CC=C(C=C1)OC (1,1-dianisylprop-2-yn-1-ol), 1. The solvent is C1(=CC=CC=C1)C (toluene). Run at time 1.5 hour. The product is C(C1=CC=C(C=C1)OC)C1(C=CC2=C(O1)C=CC1=CC=CC=C12)CC1=CC=C(C=C1)OC (3,3-dianisyl-3H-naphtho[2,1-b]pyran). The yield is 66.0%. As a reaction SMILES: [CH:1]1[C:10]2[C:5](=[CH:6][CH:7]=[CH:8][CH:9]=2)[CH:4]=[CH:3][C:2]=1[OH:11].[CH2:12]([C:21]([CH2:25][C:26]1[CH:31]=[CH:30][C:29]([O:32][CH3:33])=[CH:28][CH:27]=1)(O)[C:22]#[CH:23])[C:13]1[CH:18]=[CH:17][C:16]([O:19][CH3:20])=[CH:15][CH:14]=1>C1(C)C=CC=CC=1>[CH2:12]([C:21]1([CH2:25][C:26]2[CH:31]=[CH:30][C:29]([O:32][CH3:33])=[CH:28][CH:27]=2)[O:11][C:2]2[CH:3]=[CH:4][C:5]3[C:10]([C:1]=2[CH:23]=[CH:22]1)=[CH:9][CH:8]=[CH:7][CH:6]=3)[C:13]1[CH:14]=[CH:15][C:16]([O:19][CH3:20])=[CH:17][CH:18]=1. Procedure details: A mixture of 2-naphthol (3.23 g;0.0224 mol), 1,1-dianisylprop-2-yn-1-ol (6.00 g;0.0224 mol), acidic alumina Brockmann 1(6 g) and toluene (250 ml) was heated and stirred for 1.5 h, cooled, filtered and the solid washed with toluene. The filtrate was evaporated to give a pale purple tacky solid which was washed with pet. ether (40-60)/diethyl ether to yield crude product (7.07 g). Purification of the solid by crystallisation from ethylacetate gave 3,3-dianisyl-3H-naphtho[2,1-b]pyran as a white sol...